Dataset: the Open Reaction Database (ORD), a public repository of structured organic reaction records. Task: describe an organic reaction: reactants, conditions, products, and yield The reactants are O=S1(CC(CN(C2=C1C=CC=C2)C=O)O)=O (1,1-Dioxo-5-N-formyl-3-hydroxy -2,3,4,5-tetrahydro-[1,5]-benzothiazepine), CC(=O)C.OS(=O)(=O)O.O=[Cr](=O)=O (Jones reagent), CC(=O)C.OS(=O)(=O)O.O=[Cr](=O)=O (Jones reagent). The solvent is CC(=O)C (acetone). The product is O=S1(CC(CN(C2=C1C=CC=C2)C=O)=O)=O (1,1-Dioxo-5-N-formyl-2,3,4,5-tetrahydro-[1,5]-benzothiazepine-3-one). Yield: 95.5%. Reaction SMILES: [O:1]=[S:2]1(=[O:16])[C:8]2[CH:9]=[CH:10][CH:11]=[CH:12][C:7]=2[N:6]([CH:13]=[O:14])[CH2:5][CH:4]([OH:15])[CH2:3]1.CC(C)=O.OS(O)(=O)=O.O=[Cr](=O)=O>CC(C)=O>[O:16]=[S:2]1(=[O:1])[C:8]2[CH:9]=[CH:10][CH:11]=[CH:12][C:7]=2[N:6]([CH:13]=[O:14])[CH2:5][C:4](=[O:15])[CH2:3]1 |f:1.2.3|. Procedure: A solution of 1,1-dioxo-5-N-formyl-3-hydroxy -2,3,4,5-tetrahydro-[1,5]-benzothiazepine (0.443 g, 1.83 mmole) from Example 15, in 5 mL of acetone was treated with Jones reagent (0.54 mL, 1.40 mmole), and the solution was heated to reflux for 15 minutes. An additional 0.15 mL of Jones reagent was added and the reaction was heated for 20 minutes longer. The cooled solution was filtered through MgSO4, and the solvents were removed under reduced pressure. The residue was triturated with chloroform an... Reactants: COC1(C2=C(C3C(C4=C1C=CC=C4)C3)C=CC=C2)OC (1,1a,6,10b-tetrahydrodibenzo[a,e]cyclopropa[c]cyclohepten-6-one dimethylketal), Cl.NO (hydroxylamine hydrochloride). Run in N1=CC=CC=C1 (pyridine). Product: C1C2C3=C(C(C4=C(C21)C=CC=C4)=NO)C=CC=C3 (1,1a,6,10b-tetrahydrodibenzo[a,e]cyclopropa[c]cyclohepten-6-one oxime). Reaction SMILES: CO[C:3]1(OC)[C:9]2[CH:10]=[CH:11][CH:12]=[CH:13][C:8]=2[CH:7]2[CH2:14][CH:6]2[C:5]2[CH:15]=[CH:16][CH:17]=[CH:18][C:4]1=2.Cl.[NH2:22][OH:23]>N1C=CC=CC=1>[CH2:14]1[CH:7]2[CH:6]1[C:5]1[CH:15]=[CH:16][CH:17]=[CH:18][C:4]=1[C:3](=[N:22][OH:23])[C:9]1[CH:10]=[CH:11][CH:12]=[CH:13][C:8]=12 |f:1.2|. Reported procedure: A solution of 1.5 g (5.6 moles) of 1,1a,6,10b-tetrahydrodibenzo[a,e]cyclopropa[c]cyclohepten-6-one dimethylketal, 2.5 g of hydroxylamine hydrochloride in 20 ml of pyridine was held at reflux for 18 hr. The solvent was removed under reduced pressure and the residue was dissolved with a mixture of water and methylene chloride. The layers were separated and the organic layer was in turn washed with 10% hydrochloric acid, saturated sodium bicarbonate solution and saturated brine, dried and solvent r... As a reaction SMILES: [Br:1][c:2]1[cH:3][cH:4][c:5]([C:8]2([N:16]3[C:17](=[O:26])[c:18]4[cH:19][cH:20][cH:21][cH:22][c:23]4[C:24]3=[O:25])[CH2:9][C:10]3([CH2:11]2)[O:12][CH2:15][CH2:14][O:13]3)[cH:6][cH:7]1.[CH3:43][C:44](=[O:45])[CH3:46].[Na+:42].[O-:38][C:39]([OH:40])=[O:41].[c:27]1([CH3:28])[cH:29][cH:30][c:31]([S:32]([OH:33])(=[O:34])=[O:35])[cH:36][cH:37]1>>[Br:1][c:2]1[cH:3][cH:4][c:5]([C:8]2([N:16]3[C:17](=[O:26])[c:18]4[cH:19][cH:20][cH:21][cH:22][c:23]4[C:24]3=[O:25])[CH2:9][C:10](=[O:12])[CH2:11]2)[cH:6][cH:7]1. Starting materials: O=C1c2ccccc2C(=O)N1C1(c2ccc(Br)cc2)CC2(C1)OCCO2, CC(C)=O, [Na+], O=C([O-])O, Cc1ccc(S(=O)(=O)O)cc1. The product is O=C1CC(c2ccc(Br)cc2)(N2C(=O)c3ccccc3C2=O)C1. The reactants are OC=1C=C(C=O)C=CC1O (3,4-dihydroxybenzaldehyde), [H-].[Na+] (sodium hydride), CN(C=O)C (dimethylformamide), COCCl (methoxymethyl chloride). The solvent is O1CCCC1 (tetrahydrofuran). Run at time 1 hour. Product: OC=1C=C(C=O)C=CC1OCOC (3-hydroxy-4-methoxymethyloxybenzaldehyde). Isolated yield 45.0%. RXN SMILES: [OH:1][C:2]1[CH:3]=[C:4]([CH:7]=[CH:8][C:9]=1[OH:10])[CH:5]=[O:6].[H-].[Na+].CN(C)C=O.[CH3:18][O:19][CH2:20]Cl>O1CCCC1>[OH:1][C:2]1[CH:3]=[C:4]([CH:7]=[CH:8][C:9]=1[O:10][CH2:18][O:19][CH3:20])[CH:5]=[O:6] |f:1.2|. Reported procedure: 3 g of 3,4-dihydroxybenzaldehyde and 0.87 g of 60% oily sodium hydride were suspended in 13 ml of tetrahydrofuran, and a dimethylformamide solution (10 ml) of 3.3 ml of methoxymethyl chloride was added. The mixture was stirred at room temperature for 1 hour. The reaction mixture was concentrated under reduced pressure. The residue was distributed between ethyl acetate and water, the organic layer was worked up in a customary manner, and then purified by silica gel column chromatography [Wakogel ... RXN SMILES: [CH3:1][C:2]1[N:3]=[C:4]2[C:9]([O:10][CH2:11][C:12]3[C:17]([CH3:18])=[CH:16][CH:15]=[CH:14][C:13]=3[NH:19][C:20](=[O:24])[C:21]([CH3:23])=[O:22])=[CH:8][CH:7]=[CH:6][N:5]2[C:25]=1[CH2:26][C:27]#[CH:28].C(O)(=O)C.C([BH3-])#N.[Na+].C(=O)([O-])O.[Na+]>C(O)C>[C:20]([NH:19][C:13]1[CH:14]=[CH:15][CH:16]=[C:17]([CH3:18])[C:12]=1[CH2:11][O:10][C:9]1[C:4]2[N:5]([C:25]([CH2:26][C:27]#[CH:28])=[C:2]([CH3:1])[N:3]=2)[CH:6]=[CH:7][CH:8]=1)(=[O:24])[CH:21]([CH3:23])[OH:22] |f:2.3,4.5|. Product: C(C(O)C)(=O)NC1=C(COC=2C=3N(C=CC2)C(=C(N3)C)CC#C)C(=CC=C1)C (8-(2-lactamido-6-methylbenzyloxy)-2-methyl-3-(2-propynyl)imidazo[1,2-a]pyridine). Procedure details: To a solution of 2-methyl-3-(2-propynyl)-8-(2-pyruvamido-6-methylbenzyloxy)imidazo[1,2-a]pyridine (287 mg) in the mixture of acetic acid (0.13 ml) and ethanol (3 ml), sodium cyanoborohydride (72 mg) was added portionwise for 2.5 hours at 5° C. The mixture was poured into a saturated aqueous solution of sodium hydrogen carbonate and extracted with chloroform. The extract was washed with water, dried over magnesium sulfate and the solvent was evaporated under reduced pressure. The residue was subj... Run in C(C)O (ethanol). The yield is 47.8%. Reactants: C(O)([O-])=O.[Na+] (sodium hydrogen carbonate), CC=1N=C2N(C=CC=C2OCC2=C(C=CC=C2C)NC(C(=O)C)=O)C1CC#C (2-methyl-3-(2-propynyl)-8-(2-pyruvamido-6-methylbenzyloxy)imidazo[1,2-a]pyridine), C(C)(=O)O (acetic acid), C(#N)[BH3-].[Na+] (sodium cyanoborohydride). Reported procedure: Dry HCl gas is introduced at 0°-10° C. over a period of half an hour into a solution of 0.5 g (2.732 mmol) of 2-(5-pyrimidylimino)-1,3-dithietane in 50 ml of diethyl ether. The resulting product is filtered off, washed with diethyl ether and dried, yielding 0.5 g (83.4% of the theoretical yield) of product having a melting point (decomp.) of 150° C. and above. Run in C(C)OCC (diethyl ether). Yields the product Cl.N1=CN=CC(=C1)N=C1SCS1 (2-(5-Pyrimidylimino)-1,3-dithietane hydrochloride). Reaction SMILES: [ClH:1].[N:2]1[CH:7]=[C:6]([N:8]=[C:9]2[S:12][CH2:11][S:10]2)[CH:5]=[N:4][CH:3]=1>C(OCC)C>[ClH:1].[N:4]1[CH:5]=[C:6]([N:8]=[C:9]2[S:10][CH2:11][S:12]2)[CH:7]=[N:2][CH:3]=1 |f:3.4|. Starting materials: Cl (HCl), N1=CN=CC(=C1)N=C1SCS1 (2-(5-pyrimidylimino)-1,3-dithietane). Reactants: ClCl (chlorine), IC(C(=C(F)F)F)(F)F (3-iodopentafluoropropene), Cl[O-].[Na+] (sodium hypochlorite). Reagents/catalysts: [OH-].[Na+] (sodium hydroxide), IC(C(=C(F)F)F)(F)F (3-iodopentafluoropropene), CCCCCCCC[N+](C)(CCCCCCCC)CCCCCCCC.[Cl-] (TOMAC). The solvent is C1(=CC(=CC=C1)C)C (m-xylene). Reaction conditions: temperature -10 celsius. The product is IC(C1(C(O1)(F)F)F)(F)F (3-Iodopentafluoro-1,2-epoxypropane). RXN SMILES: Cl[O-:2].[Na+].ClCl.[I:6][C:7]([F:14])([F:13])[C:8]([F:12])=[C:9]([F:11])[F:10]>[OH-].[Na+].IC(F)(F)C(F)=C(F)F.CCCCCCCC[N+](CCCCCCCC)(CCCCCCCC)C.[Cl-].C1(C)C=CC=C(C)C=1>[I:6][C:7]([F:14])([F:13])[C:8]1([F:12])[O:2][C:9]1([F:11])[F:10] |f:0.1,4.5,7.8|. Reported procedure: In a 1000-ml flask equipped with a stirring apparatus and a thermometer were charged 100 ml of m-xylene, 500 ml of a sodium hypochlorite aqueous solution having a 12% available chlorine content and containing 5.0 g of sodium hydroxide, 20.0 g (77.5 mmols) of 3-iodopentafluoropropene and 0.25 g (0.6 mmol) of TOMAC as a catalyst. After the reaction liquid was cooled to -10° C., the reaction liquid was stirred with the stirring apparatus to initiate the reaction. The reaction was continued while ma... Starting materials: O=C(N=C=S)c1ccccc1, CC#N, CN1CC(CN)CC2c3cccc4[nH]cc(c34)CC21. Yields the product CN1CC(CNC(=S)NC(=O)c2ccccc2)CC2c3cccc4[nH]cc(c34)CC21. Reaction SMILES: [C:1]([c:2]1[cH:3][cH:4][cH:5][cH:6][cH:7]1)(=[O:8])[N:9]=[C:10]=[S:11].[CH3:31][C:32]#[N:33].[NH2:12][CH2:13][CH:14]1[CH2:15][N:16]([CH3:30])[CH:17]2[CH2:18][c:19]3[cH:20][nH:21][c:22]4[cH:23][cH:24][cH:25][c:26]([c:29]34)[CH:27]2[CH2:28]1>>[C:1]([c:2]1[cH:3][cH:4][cH:5][cH:6][cH:7]1)(=[O:8])[NH:9][C:10](=[S:11])[NH:12][CH2:13][CH:14]1[CH2:15][N:16]([CH3:30])[CH:17]2[CH2:18][c:19]3[cH:20][nH:21][c:22]4[cH:23][cH:24][cH:25][c:26]([c:29]34)[CH:27]2[CH2:28]1. Product: C(C)(=O)OC=1C=C2CCC(OC2=CC1C(C)(C)C)(C)CCOC1=CC=C(CC2C(NC(S2)=N)=O)C=C1 (5-{4-[2-(6-Acetoxy-7-t-butyl-2-methylchroman-2-yl)ethoxy]benzyl}-2-iminothiazolidin-4-one). Procedure: The procedure described in Example 1(a) was repeated, except that 266 mg of ethyl 3-{4-[2-(6-acetoxy-7-t-butyl-2-methylchroman-2-yl)ethoxy]phenyl}-2-chloropropionate, 50 mg of thiourea and 4 ml of sulfolane were heated at 110°-120° C. for 4.5 hours. The product was treated as described in Example 1(a) except that the crude product was purified by column chromatography through silica gel eluted with a 1:1 by volume mixture of benzene and ethyl acetate, to give the title compound, melting at 175°-... RXN SMILES: [C:1]([O:4][C:5]1[CH:6]=[C:7]2[C:12](=[CH:13][C:14]=1[C:15]([CH3:18])([CH3:17])[CH3:16])[O:11][C:10]([CH2:20][CH2:21][O:22][C:23]1[CH:28]=[CH:27][C:26]([CH2:29][CH:30](Cl)[C:31]([O:33]CC)=O)=[CH:25][CH:24]=1)([CH3:19])[CH2:9][CH2:8]2)(=[O:3])[CH3:2].[NH2:37][C:38]([NH2:40])=[S:39].S1(CCCC1)(=O)=O>>[C:1]([O:4][C:5]1[CH:6]=[C:7]2[C:12](=[CH:13][C:14]=1[C:15]([CH3:18])([CH3:17])[CH3:16])[O:11][C:10]([CH2:20][CH2:21][O:22][C:23]1[CH:28]=[CH:27][C:26]([CH2:29][CH:30]3[S:39][C:38](=[NH:37])[NH:40][C:31]3=[O:33])=[CH:25][CH:24]=1)([CH3:19])[CH2:9][CH2:8]2)(=[O:3])[CH3:2]. Reactants: C(C)(=O)OC=1C=C2CCC(OC2=CC1C(C)(C)C)(C)CCOC1=CC=C(C=C1)CC(C(=O)OCC)Cl (ethyl 3-{4-[2-(6-acetoxy-7-t-butyl-2-methylchroman-2-yl)ethoxy]phenyl}-2-chloropropionate), crude product, NC(=S)N (thiourea), S1(=O)(=O)CCCC1 (sulfolane). The reactants are Brc1ccccc1-c1ccccc1, FC(F)n1ccnc1-c1ccccc1. Reagents/catalysts: CC(C)(C)c1ccc(-c2ccc(C(C)(C)C)cc2)cc1 (4,4'-di-tert-butylbiphenyl), CC(C)(C)C(=O)[O-].[K+] (KOPiv), Cl[Pd]CC=C.C=CC[Pd]Cl ([Pd(allyl)Cl]2), CN(C)c1ccc(P(C2CCCCC2)C2CCCCC2)cc1 (A-caPhos). Run in CC(=O)N(C)C (DMA), CC(=O)N(C)C (DMA), CC(=O)N(C)C (DMA). Run at temperature 120 celsius, time 24 hour. The product is FC(F)n1c(-c2ccccc2-c2ccccc2)cnc1-c1ccccc1. The yield is 20.1%.